describe an organic reaction: reactants, conditions, products, and yield From a dataset of the Open Reaction Database (ORD), a public repository of structured organic reaction records. Starting materials: [Si](C)(C)(C(C)(C)C)O[C@@H](\C=N/[S@@](=O)C(C)(C)C)CO[Si](C)(C)C(C)(C)C ((S,Z)-N—((S)-2,3-bis(tert-butyldimethylsilyloxy)propylidene)-2-methylpropane-2-sulfinamide), C(=C)[Mg]Br (vinylmagnesium bromide), CN(C)CCN(C)C (TMEDA). The solvent is C1CCOC1 (THF), C1CCOC1 (THF). Conditions: temperature -78 celsius, time 5 minute. Yields the product (S)—N-((2S,3S)-1,2-his(tert-butyldimethylsilyloxy)pent-4-en-3-yl)-2-methylpropane-2-sulfinamide, [Si](C)(C)(C(C)(C)C)OC[C@H]([C@@H](C=C)N[S@@](=O)C(C)(C)C)O[Si](C)(C)C(C)(C)C ((S)—N-((2S,3R)-1,2-bis(tert-butyldimethylsilyloxy)pent-4-en-3-yl)-2-methylpropane-2-sulfinamide). Yield: 53.3%. As a reaction SMILES: [CH:1]([Mg]Br)=[CH2:2].CN(CCN(C)C)C.[Si:13]([O:20][C@H:21]([CH2:30][O:31][Si:32]([C:35]([CH3:38])([CH3:37])[CH3:36])([CH3:34])[CH3:33])/[CH:22]=[N:23]\[S@:24]([C:26]([CH3:29])([CH3:28])[CH3:27])=[O:25])([C:16]([CH3:19])([CH3:18])[CH3:17])([CH3:15])[CH3:14]>C1COCC1>[Si:32]([O:31][CH2:30][C@@H:21]([O:20][Si:13]([C:16]([CH3:19])([CH3:17])[CH3:18])([CH3:15])[CH3:14])[C@H:22]([NH:23][S@:24]([C:26]([CH3:27])([CH3:28])[CH3:29])=[O:25])[CH:1]=[CH2:2])([C:35]([CH3:38])([CH3:37])[CH3:36])([CH3:33])[CH3:34]. Reported procedure: To a 2.0 L round bottom flask containing vinylmagnesium bromide (92 ml, 92 mmol) was added THF (40 mL) and the mixture was allowed to stir at −78° C. for 5 min. At this time, TMEDA (23 ml, 154 mmol) was added via syringe followed by (S,Z)-N—((S)-2,3-bis(tert-butyldimethylsilyloxy)propylidene)-2-methylpropane-2-sulfinamide (13.0 g, 31 mmol) in THF. The reaction was allowed to stir at −78° C. for 4 h and then allowed to slowly warm to RT overnight. The reaction was quenched by the addition of ammo... The reactants are mixture, S(=O)(=O)(O)C(CCCCCCCCC(=O)O)CCCCCCCC (10-Sulfostearic acid), OO (H2O2), OP(=O)(O)O (H3PO4). Product: S(=O)(=O)(O)C(CCCCCCCCC(=O)OO)CCCCCCCC (10-sulfoperoxystearic acid). Reaction SMILES: [S:1]([CH:5]([CH2:17][CH2:18][CH2:19][CH2:20][CH2:21][CH2:22][CH2:23][CH3:24])[CH2:6][CH2:7][CH2:8][CH2:9][CH2:10][CH2:11][CH2:12][CH2:13][C:14]([OH:16])=[O:15])([OH:4])(=[O:3])=[O:2].OO.[OH:27]P(O)(O)=O>>[S:1]([CH:5]([CH2:17][CH2:18][CH2:19][CH2:20][CH2:21][CH2:22][CH2:23][CH3:24])[CH2:6][CH2:7][CH2:8][CH2:9][CH2:10][CH2:11][CH2:12][CH2:13][C:14]([O:16][OH:27])=[O:15])([OH:4])(=[O:3])=[O:2]. Procedure: To a 2.0 g mixture of 9 or 10-Sulfostearic acid was added 2.0 g of 50% H2O2. The mixture was stirred at room temperature until all the solid was dissolved. Then, 2.0 g of 75% H3PO4 was added, and the resulting solution was stirred at room temperature overnight. No attempt was made to isolate the pure 9 or 10-sulfoperoxystearic acid from solution. 13C NMR (D2O) of the solution showed a peracid peak (COOOH) at 174 ppm and the parent the carboxylic acid peak at 178 ppm. The iodometric titration (QA... Run in [OH-].[Na+] (NaOH). Procedure details: Hydrolysis: 400 mg. (2 mmol) of 3(R),7-dimethyl octanoic acid ethyl ester was refluxed in 6N NaOH (1 ml.) and methanol (4 ml.) for 2 hours. It was worked up as in Example 10 to give 207 mg. (60% yield) of 3(R),7-dimethyl octanoic acid (R-(+)-dihydrocitronellic acid), [α]D25 +6.81° (c=5.039, CHCl3). Yield: 60.0%. Product: C[C@@H](CC(=O)O)CCCC(C)C (3(R),7-dimethyl octanoic acid). Reaction SMILES: C([O:3][C:4](=[O:14])[CH2:5][C@H:6]([CH3:13])[CH2:7][CH2:8][CH2:9][CH:10]([CH3:12])[CH3:11])C.CO.C(Cl)(Cl)Cl>[OH-].[Na+]>[CH3:13][C@H:6]([CH2:7][CH2:8][CH2:9][CH:10]([CH3:12])[CH3:11])[CH2:5][C:4]([OH:14])=[O:3] |f:3.4|. The reactants are CO (methanol), C(C)OC(C[C@@H](CCCC(C)C)C)=O (3(R),7-dimethyl octanoic acid ethyl ester), C(Cl)(Cl)Cl (CHCl3).